Dataset: the Open Reaction Database (ORD), a public repository of structured organic reaction records. Task: describe an organic reaction: reactants, conditions, products, and yield Reactants: COCCC1=NNC=C1C (3-(2-methoxyethyl)-4-methyl-1H-pyrazole), N1N=CC=C1 (1H-pyrazole). Product: COCCC1=NNC=C1 (3-(2-Methoxyethyl)-1H-pyrazole). RXN SMILES: [CH3:1][O:2][CH2:3][CH2:4][C:5]1[C:9](C)=[CH:8][NH:7][N:6]=1.N1C=CC=N1>>[CH3:1][O:2][CH2:3][CH2:4][C:5]1[CH:9]=[CH:8][NH:7][N:6]=1. Reported procedure: The title compound was prepared using standard chemical manipulations and procedures similar to those used for the preparation of compound 305.4, except 1H-pyrazole was used instead of 4-methyl-1H-pyrazole. The reactants are ClC1=CC=C(C=C1)C1(N=C(N(C1C1=CC=C(C=C1)Cl)C(=O)Cl)C1=C(C=C(C=C1)OC)OC(C)C)C (rac-(4S*,5R*)-4,5-bis-(4-chloro-phenyl)-2-(2-isopropoxy-4-methoxy-phenyl)-4-methyl-4,5-dihydro-imidazole-1-carbonyl chloride), C(C)(=O)N1CCNCC1 (1-acetyl-piperazine). Yields the product ClC1=CC=C(C=C1)[C@@]1(N=C(N([C@@H]1C1=CC=C(C=C1)Cl)C(=O)N1CCN(CC1)C(C)=O)C1=C(C=C(C=C1)OC)OC(C)C)C (rac-1-{4-[(4S*,5R*)-4,5-Bis-(4-chloro-phenyl)-2-(2-isopropoxy-4-methoxy-phenyl)-4-methyl-4,5-dihydro-imidazole-1-carbonyl]-piperazin-1-yl}-ethanone). As a reaction SMILES: [Cl:1][C:2]1[CH:7]=[CH:6][C:5]([C:8]2([CH3:35])[CH:12]([C:13]3[CH:18]=[CH:17][C:16]([Cl:19])=[CH:15][CH:14]=3)[N:11]([C:20](Cl)=[O:21])[C:10]([C:23]3[CH:28]=[CH:27][C:26]([O:29][CH3:30])=[CH:25][C:24]=3[O:31][CH:32]([CH3:34])[CH3:33])=[N:9]2)=[CH:4][CH:3]=1.[C:36]([N:39]1[CH2:44][CH2:43][NH:42][CH2:41][CH2:40]1)(=[O:38])[CH3:37]>>[Cl:1][C:2]1[CH:3]=[CH:4][C:5]([C@@:8]2([CH3:35])[C@@H:12]([C:13]3[CH:14]=[CH:15][C:16]([Cl:19])=[CH:17][CH:18]=3)[N:11]([C:20]([N:42]3[CH2:43][CH2:44][N:39]([C:36](=[O:38])[CH3:37])[CH2:40][CH2:41]3)=[O:21])[C:10]([C:23]3[CH:28]=[CH:27][C:26]([O:29][CH3:30])=[CH:25][C:24]=3[O:31][CH:32]([CH3:33])[CH3:34])=[N:9]2)=[CH:6][CH:7]=1. Reported procedure: In a manner analogous to the method described in example 5, rac-(4S*,5R*)-4,5-bis-(4-chloro-phenyl)-2-(2-isopropoxy-4-methoxy-phenyl)-4-methyl-4,5-dihydro-imidazole-1-carbonyl chloride was reacted with 1-acetyl-piperazine (Aldrich) to give the title compound. LC-MS: 623.2 [(M+H)+] Reactants: NC1=C(C(=NN1C1=C(C=C(C=C1Cl)C(F)(F)F)Cl)C#N)S(=O)(=O)C(F)(F)F (5-amino-3-cyano-1-(2,6-dichloro-4-trifluoromethylphenyl)-4-trifluoromethanesulphonylpyrazole), N(=O)OC(C)(C)C (tert-butyl nitrite), N(=O)OC(C)(C)C (Tert-butyl nitrite), C(C)#N (acetonitrile), C(Br)(Br)Br (bromoform). Run at temperature 25 celsius, time 2 hour. The product is BrC1=C(C(=NN1C1=C(C=C(C=C1Cl)C(F)(F)F)Cl)C#N)S(=O)(=O)C(F)(F)F (5-bromo-3-cyano-1-(2,6-dichloro-4-trifluoromethylphenyl) 4-trifluoromethanesulphonylpyrazole). Reaction SMILES: N[C:2]1[N:6]([C:7]2[C:12]([Cl:13])=[CH:11][C:10]([C:14]([F:17])([F:16])[F:15])=[CH:9][C:8]=2[Cl:18])[N:5]=[C:4]([C:19]#[N:20])[C:3]=1[S:21]([C:24]([F:27])([F:26])[F:25])(=[O:23])=[O:22].C(#N)C.N(OC(C)(C)C)=O.C(Br)(Br)[Br:39]>>[Br:39][C:2]1[N:6]([C:7]2[C:12]([Cl:13])=[CH:11][C:10]([C:14]([F:17])([F:16])[F:15])=[CH:9][C:8]=2[Cl:18])[N:5]=[C:4]([C:19]#[N:20])[C:3]=1[S:21]([C:24]([F:27])([F:26])[F:25])(=[O:23])=[O:22]. Reported procedure: A suspension of 5-amino-3-cyano-1-(2,6-dichloro-4-trifluoromethylphenyl)-4-trifluoromethanesulphonylpyrazole (43.8 g) was stirred in a mixture of bromoform (141 ml) and dry acetonitrile (63 ml ). Tert-butyl nitrite (29.9 g) was added dropwise during 5 minutes, and the mixture heated at 60°-70° C. for 2.75 hours. After cooling to 25° C. a further addition of tert-butyl nitrite (29.9 g) was made, and the heating resumed for 2 hours. Evaporation in vacuo gave a yellow oily solid which was triturate... Reactants: CC(=O)NC1c2ccccc2-c2[nH]c(=O)c3nccn3c21, CI, CC(=O)O, CS(C)=O, CCO, [H-], [Na+], O. The product is CC(=O)NC1(C)c2ccccc2-c2[nH]c(=O)c3nccn3c21. RXN SMILES: [C:1]([CH3:2])(=[O:3])[NH:4][CH:5]1[c:6]2[cH:7][cH:8][cH:9][cH:10][c:11]2-[c:12]2[nH:13][c:14](=[O:21])[c:15]3[n:16]([c:17]21)[cH:18][cH:19][n:20]3.[CH3:24][I:25].[CH3:26][C:27](=[O:28])[OH:29].[CH3:30][S:31](=[O:32])[CH3:33].[CH3:35][CH2:36][OH:37].[H-:22].[Na+:23].[OH2:34]>>[C:1]([CH3:2])(=[O:3])[NH:4][C:5]1([CH3:26])[c:6]2[cH:7][cH:8][cH:9][cH:10][c:11]2-[c:12]2[nH:13][c:14](=[O:21])[c:15]3[n:16]([c:17]21)[cH:18][cH:19][n:20]3. Reactants: C1CCOC1, COc1ccc2c(c1)C(=O)CCC2, CC(C)NC(C)C, [Li], Cc1ccc(S(=O)(=O)Cl)cc1. Yields the product COc1ccc2c(c1)C(=O)C(Cl)CC2. As a reaction SMILES: [CH2:33]1[O:34][CH2:35][CH2:36][CH2:37]1.[CH3:1][O:2][c:3]1[cH:4][cH:5][c:6]2[c:11]([cH:12]1)[C:10](=[O:13])[CH2:9][CH2:8][CH2:7]2.[CH:14]([NH:15][CH:16]([CH3:17])[CH3:18])([CH3:19])[CH3:20].[Li:21].[c:22]1([CH3:23])[cH:24][cH:25][c:26]([S:27](=[O:28])(=[O:29])[Cl:31])[cH:30][cH:32]1>>[CH3:1][O:2][c:3]1[cH:4][cH:5][c:6]2[c:11]([cH:12]1)[C:10](=[O:13])[CH:9]([Cl:31])[CH2:8][CH2:7]2. The reactants are CSSC, ClC(Cl)Cl, N#N, CC(C)(C)ON=O, COc1ccc(N)cc1-c1ccc(C(F)(F)F)cc1CN1C(=O)OC(c2cc(C(F)(F)F)cc(C(F)(F)F)c2)C1C. The product is COc1ccc(SC)cc1-c1ccc(C(F)(F)F)cc1CN1C(=O)OC(c2cc(C(F)(F)F)cc(C(F)(F)F)c2)C1C. As a reaction SMILES: [CH3:44][S:45][S:46][CH3:47].[Cl:55][CH:56]([Cl:57])[Cl:58].[N:42]#[N:43].[N:48]([O:49][C:50]([CH3:51])([CH3:52])[CH3:53])=[O:54].[NH2:1][c:2]1[cH:3][cH:4][c:5]([O:40][CH3:41])[c:6](-[c:8]2[c:9]([CH2:18][N:19]3[C:20](=[O:39])[O:21][CH:22]([c:25]4[cH:26][c:27]([C:35]([F:36])([F:37])[F:38])[cH:28][c:29]([C:31]([F:32])([F:33])[F:34])[cH:30]4)[CH:23]3[CH3:24])[cH:10][c:11]([C:14]([F:15])([F:16])[F:17])[cH:12][cH:13]2)[cH:7]1>>[c:2]1([S:45][CH3:44])[cH:3][cH:4][c:5]([O:40][CH3:41])[c:6](-[c:8]2[c:9]([CH2:18][N:19]3[C:20](=[O:39])[O:21][CH:22]([c:25]4[cH:26][c:27]([C:35]([F:36])([F:37])[F:38])[cH:28][c:29]([C:31]([F:32])([F:33])[F:34])[cH:30]4)[CH:23]3[CH3:24])[cH:10][c:11]([C:14]([F:15])([F:16])[F:17])[cH:12][cH:13]2)[cH:7]1.